This data is from the Open Reaction Database (ORD), a public repository of structured organic reaction records. The task is: describe an organic reaction: reactants, conditions, products, and yield Starting materials: O=C([O-])[O-], Cc1ccc(C(=O)O)s1, CCOC(C)=O, CN(C)C=O, COc1ccc(F)cc1-c1ccc2c(c1CCl)NC(=O)C(C)(C)N2, [K+], [K+], O. Product: COc1ccc(F)cc1-c1ccc2c(c1COC(=O)c1ccc(C)s1)NC(=O)C(C)(C)N2. Reaction SMILES: [C:34](=[O:35])([O-:36])[O-:37].[CH3:25][c:26]1[cH:27][cH:28][c:29]([C:31](=[O:32])[OH:33])[s:30]1.[CH3:40][CH2:41][O:42][C:43](=[O:44])[CH3:45].[CH3:46][N:47]([CH3:48])[CH:49]=[O:50].[Cl:1][CH2:2][c:3]1[c:4](-[c:16]2[c:17]([O:23][CH3:24])[cH:18][cH:19][c:20]([F:22])[cH:21]2)[cH:5][cH:6][c:7]2[c:12]1[NH:11][C:10](=[O:13])[C:9]([CH3:14])([CH3:15])[NH:8]2.[K+:38].[K+:39].[OH2:51]>>[CH2:2]([c:3]1[c:4](-[c:16]2[c:17]([O:23][CH3:24])[cH:18][cH:19][c:20]([F:22])[cH:21]2)[cH:5][cH:6][c:7]2[c:12]1[NH:11][C:10](=[O:13])[C:9]([CH3:14])([CH3:15])[NH:8]2)[O:33][C:31]([c:29]1[cH:28][cH:27][c:26]([CH3:25])[s:30]1)=[O:32]. Starting materials: [Al+3], O=C(O)C1CCC1, [Cl-], Clc1ccc2c(c1)C(=C1CCNCC1)c1ccccc1S2, [H-], [H-], [H-], [H-], [Li+], c1ccccc1. Yields the product Clc1ccc2c(c1)C(=C1CCN(CC3CCC3)CC1)c1ccccc1S2. Reaction SMILES: [Al+3:31].[CH:23]1([C:27]([OH:28])=[O:29])[CH2:24][CH2:25][CH2:26]1.[Cl-:22].[Cl:1][c:2]1[cH:3][c:4]2[c:13]([cH:14][cH:15]1)[S:12][c:11]1[c:6]([cH:7][cH:8][cH:9][cH:10]1)[C:5]2=[C:16]1[CH2:17][CH2:18][NH:19][CH2:20][CH2:21]1.[H-:30].[H-:33].[H-:34].[H-:35].[Li+:32].[cH:36]1[cH:37][cH:38][cH:39][cH:40][cH:41]1>>[Cl:1][c:2]1[cH:3][c:4]2[c:13]([cH:14][cH:15]1)[S:12][c:11]1[c:6]([cH:7][cH:8][cH:9][cH:10]1)[C:5]2=[C:16]1[CH2:17][CH2:18][N:19]([CH2:27][CH:23]2[CH2:24][CH2:25][CH2:26]2)[CH2:20][CH2:21]1. The reactants are O=C([O-])[O-], CC(=O)c1ccc2c(c1)C(c1ccccc1F)=NC(C)C(=O)N2, CI, CC(C)=O, [K+], [K+]. Yields the product CC(=O)c1ccc2c(c1)C(c1ccccc1F)=NC(C)C(=O)N2C. As a reaction SMILES: [C:1]([O-:2])([O-:3])=[O:4].[C:7]([CH3:8])(=[O:9])[c:10]1[cH:11][cH:12][c:13]2[c:14]([cH:29]1)[C:15]([c:22]1[c:23]([F:28])[cH:24][cH:25][cH:26][cH:27]1)=[N:16][CH:17]([CH3:21])[C:18](=[O:20])[NH:19]2.[CH3:30][I:31].[CH3:32][C:33](=[O:34])[CH3:35].[K+:5].[K+:6]>>[C:1]1(=[O:4])[CH:17]([CH3:21])[N:16]=[C:15]([c:22]2[c:23]([F:28])[cH:24][cH:25][cH:26][cH:27]2)[c:14]2[c:13]([cH:12][cH:11][c:10]([C:7]([CH3:8])=[O:9])[cH:29]2)[N:19]1[CH3:18]. Reactants: NCCc1ccccc1, COc1cc(C#N)ccc1[N+](=O)[O-], CS(C)=O, Cl, Cl, [Na+], [OH-]. Product: N#Cc1ccc([N+](=O)[O-])c(NCCc2ccccc2)c1. As a reaction SMILES: [CH2:15]([CH2:16][c:17]1[cH:18][cH:19][cH:20][cH:21][cH:22]1)[NH2:23].[CH3:1][O:2][c:3]1[cH:4][c:5]([C:6]#[N:7])[cH:8][cH:9][c:10]1[N+:11](=[O:12])[O-:13].[CH3:27][S:28]([CH3:29])=[O:30].[ClH:14].[ClH:26].[Na+:25].[OH-:24]>>[c:3]1([NH:23][CH2:15][CH2:16][c:17]2[cH:18][cH:19][cH:20][cH:21][cH:22]2)[cH:4][c:5]([C:6]#[N:7])[cH:8][cH:9][c:10]1[N+:11](=[O:12])[O-:13]. Reaction SMILES: [CH3:1][N:2]([C:3]([c:4]1[cH:5][c:6]([C:7](=[O:8])[O:9][CH3:10])[cH:11][c:12]([N+:14](=[O:15])[O-:16])[cH:13]1)=[O:17])[C:18]([CH2:19][OH:20])([CH2:21][OH:22])[CH2:23][OH:24].[CH3:27][OH:28].[Na+:26].[OH-:25]>>[CH3:1][N:2]([C:3]([c:4]1[cH:5][c:6]([C:7](=[O:8])[OH:9])[cH:11][c:12]([N+:14](=[O:15])[O-:16])[cH:13]1)=[O:17])[C:18]([CH2:19][OH:20])([CH2:21][OH:22])[CH2:23][OH:24]. Starting materials: COC(=O)c1cc(C(=O)N(C)C(CO)(CO)CO)cc([N+](=O)[O-])c1, CO, [Na+], [OH-]. Product: CN(C(=O)c1cc(C(=O)O)cc([N+](=O)[O-])c1)C(CO)(CO)CO. The reactants are Cl (HCl), C(C)(C)(C)OC([C@@H](NC(=O)OC(C)(C)C)CCO)=O (BOC-L-homoserine t-butyl ester), C1(=CC=CC=C1)P(C1=CC=CC=C1)C1=CC=CC=C1 (triphenylphosphine), FC1=CC=C(C=C1)O (p-fluorophenol), N(=NC(=O)N(C)C)C(=O)N(C)C (1,1′-azobis(N,N-dimethylformamide)). Solvent: O1CCCC1 (tetrahydrofuran), C(C)O (ethanol). Conditions: time 8 hour. Yields the product Cl.C(C)OC([C@@H](N)CCOC1=CC=C(C=C1)F)=O (O-(4-fluorophenyl)-L-homoserine ethyl ester hydrochloride). Reaction SMILES: [C:1]([O:5][C:6](=[O:19])[C@H:7]([CH2:16][CH2:17][OH:18])[NH:8]C(OC(C)(C)C)=O)([CH3:4])(C)C.C1(P(C2C=CC=CC=2)C2C=CC=CC=2)C=CC=CC=1.[F:39][C:40]1[CH:45]=[CH:44][C:43](O)=[CH:42][CH:41]=1.N(C(N(C)C)=O)=NC(N(C)C)=O.[ClH:59]>O1CCCC1.C(O)C>[ClH:59].[CH2:1]([O:5][C:6](=[O:19])[C@H:7]([CH2:16][CH2:17][O:18][C:43]1[CH:44]=[CH:45][C:40]([F:39])=[CH:41][CH:42]=1)[NH2:8])[CH3:4] |f:7.8|. Procedure: To a solution of BOC-L-homoserine t-butyl ester (3.2 g, 11.6 mmol) in tetrahydrofuran is added triphenylphosphine (7.59 g, 29 mmol), p-fluorophenol (2.08 g, 18.6 mmol) and 1,1′-azobis(N,N-dimethylformamide) (3.2 g, 18.6 mmol). The mixture is stirred overnight, washed with brine, dried over MgSO4, and the solvent is removed to give an orange oil. The oil is purified by flash chromatography (SiO2, 85% hexane/15% ethyl acetate) to give a clear oil which is dissolved in ethanol (100 mL) and the solu... Reactants: N1CCCCC1 (piperidine), FC1=CC=C(C=C1)CN1C(=NC2=C1C=CC=C2)NC2CCN(CC2)CCN=C=S (1-(4-fluorophenylmethyl)-N-[1-(2-isothiocyanatoethyl)-4-piperidinyl]-1H-benzimidazol-2-amine). The solvent is O1CCCC1 (tetrahydrofuran). Conditions: time 2 hour. Yields the product FC1=CC=C(C=C1)CN1C(=NC2=C1C=CC=C2)NC2CCN(CC2)CCNC(=S)N2CCCCC2 (N-[2-[4-[[1-[(4-fluorophenyl)methyl]-1H-benzimidazol-2-yl]amino]-1-piperidinyl]ethyl]-1-piperidinecarbothioamide). Isolated yield 20.2%. RXN SMILES: [NH:1]1[CH2:6][CH2:5][CH2:4][CH2:3][CH2:2]1.[F:7][C:8]1[CH:13]=[CH:12][C:11]([CH2:14][N:15]2[C:19]3[CH:20]=[CH:21][CH:22]=[CH:23][C:18]=3[N:17]=[C:16]2[NH:24][CH:25]2[CH2:30][CH2:29][N:28]([CH2:31][CH2:32][N:33]=[C:34]=[S:35])[CH2:27][CH2:26]2)=[CH:10][CH:9]=1>O1CCCC1>[F:7][C:8]1[CH:13]=[CH:12][C:11]([CH2:14][N:15]2[C:19]3[CH:20]=[CH:21][CH:22]=[CH:23][C:18]=3[N:17]=[C:16]2[NH:24][CH:25]2[CH2:26][CH2:27][N:28]([CH2:31][CH2:32][NH:33][C:34]([N:1]3[CH2:6][CH2:5][CH2:4][CH2:3][CH2:2]3)=[S:35])[CH2:29][CH2:30]2)=[CH:10][CH:9]=1. Procedure details: A mixture of 0.9 parts of piperidine, 4.1 parts of 1-(4-fluorophenylmethyl)-N-[1-(2-isothiocyanatoethyl)-4-piperidinyl]-1H-benzimidazol-2-amine and 135 parts of tetrahydrofuran was stirred for 2 hours at room temperature. The reaction mixture was evaporated. The residue was purified by column chromatography over silica gel using a mixture of trichloromethane and methanol, saturated with ammonia, (96:4 by volume) as eluent. The pure fractions were collected and the eluent was evaporated. The resi... Starting materials: FC=1C=C(OC=2C=C3C(NC(C3=CC2)=O)=O)C=CC1F (5-(3,4-difluoro-phenoxy)-isoindole-1,3-dione), C([O-])([O-])=O.[K+].[K+] (potassium carbonate), CCC(CC)=O (3-pentanone), BrCC(=O)OC (methyl bromoacetate). Run in O (water). Run at temperature 105 celsius. Yields the product COC(CN1C(C2=CC=C(C=C2C1=O)OC1=CC(=C(C=C1)F)F)=O)=O ([5-(3,4-Difluoro-phenoxy)-1,3-dioxo-1,3-dihydro-isoindol-2-yl]-acetic acid methyl ester). Reaction SMILES: [F:1][C:2]1[CH:3]=[C:4]([CH:17]=[CH:18][C:19]=1[F:20])[O:5][C:6]1[CH:7]=[C:8]2[C:12](=[CH:13][CH:14]=1)[C:11](=[O:15])[NH:10][C:9]2=[O:16].C(=O)([O-])[O-].[K+].[K+].CCC(=O)CC.Br[CH2:34][C:35]([O:37][CH3:38])=[O:36]>O>[CH3:38][O:37][C:35](=[O:36])[CH2:34][N:10]1[C:9](=[O:16])[C:8]2[C:12](=[CH:13][CH:14]=[C:6]([O:5][C:4]3[CH:17]=[CH:18][C:19]([F:20])=[C:2]([F:1])[CH:3]=3)[CH:7]=2)[C:11]1=[O:15] |f:1.2.3|. Procedure: To a pressure tube was added 5-(3,4-difluoro-phenoxy)-isoindole-1,3-dione (680 mg), potassium carbonate (1 g), 3-pentanone (20 ml), and methyl bromoacetate (295 μL). The resulting mixture was heated to 105° C. for 17 h. The reaction was diluted with 20 ml water and extracted with ethyl acetate (2×). The organic layer was dried and concentrated. The mixture was purified through silica gel chromatography with 4:1 hexanes/ethyl acetate and 3:1 hexanes/ethyl acetate to give 657 mg title compound. 1H...